This data is from the Open Reaction Database (ORD), a public repository of structured organic reaction records. The task is: describe an organic reaction: reactants, conditions, products, and yield The reactants are NC1=CC=2N=CN=C(C2C=N1)SC (7-amino-4-methylthiopyrido[4,3-d]pyrimidine), BrC=1C=C(CN)C=CC1 (3-bromobenzylamine), 1400C. Yields the product NC1=CC=2N=CN=C(C2C=N1)NCC1=CC(=CC=C1)Br (7-amino-4-[(3-bromophenyl)methylamino]pyrido[4,3-d]pyrimidine). Yield: 51.7%. As a reaction SMILES: [NH2:1][C:2]1[N:11]=[CH:10][C:9]2[C:8](SC)=[N:7][CH:6]=[N:5][C:4]=2[CH:3]=1.[Br:14][C:15]1[CH:16]=[C:17]([CH:20]=[CH:21][CH:22]=1)[CH2:18][NH2:19]>>[NH2:1][C:2]1[N:11]=[CH:10][C:9]2[C:8]([NH:19][CH2:18][C:17]3[CH:20]=[CH:21][CH:22]=[C:15]([Br:14])[CH:16]=3)=[N:7][CH:6]=[N:5][C:4]=2[CH:3]=1. Procedure: A mixture of 7-amino-4-methylthiopyrido[4,3-d]pyrimidine (228 mg, 1.19 mmol) (described in a previous experimental) and 3-bromobenzylamine (0.84 g, 4.52 mmol) is stirred under N2 at 1400C for 1 h. The resulting product is chromatographed on silica gel (2-10% EtOH/EtOAc) to give 7-amino-4-[(3-bromophenyl)methylamino]pyrido[4,3-d]pyrimidine (203 mg, 52%) as a light brown solid. 1H NMR (DMSO) δ 9.09 (1H, s), 8.86 (1H, t, J=5.8 Hz), 8.26 (1H, s), 7.54 (1H, s), 7.44 (1H, d, J=7.8 Hz,), 7.36 (1H, d, J... Yields the product CC(C)CC(C=O)NC(=O)OC(C)(C)C. Reactants: [Al+3], CONC(=O)C(CC(C)C)NC(=O)OC(C)(C)C, [H-], [H-], [H-], [H-], [Li+]. As a reaction SMILES: [Al+3:20].[C:1]([CH3:2])([CH3:3])([CH3:4])[O:5][C:6]([NH:7][CH:8]([CH2:9][CH:10]([CH3:11])[CH3:12])[C:13]([NH:14][O:15][CH3:16])=[O:17])=[O:18].[H-:19].[H-:22].[H-:23].[H-:24].[Li+:21]>>[C:1]([CH3:2])([CH3:3])([CH3:4])[O:5][C:6]([NH:7][CH:8]([CH2:9][CH:10]([CH3:11])[CH3:12])[CH:13]=[O:17])=[O:18].